Dataset: the Open Reaction Database (ORD), a public repository of structured organic reaction records. Task: describe an organic reaction: reactants, conditions, products, and yield Reactants: Cl (HCl), C(C)OC(C(C(=O)OCC)C1=NC(=CC=C1[N+](=O)[O-])Cl)=O (2-(6-Chloro-3-nitro-pyridin-2-yl)-malonic acid diethyl ester), [Li+].[Cl-] (LiCl), CS(=O)C (dimethyl sulfoxide). Run in O (H2O), O (H2O). Conditions: temperature 120 celsius, time 24 hour. The product is C(C)OC(CC1=NC(=CC=C1[N+](=O)[O-])Cl)=O ((6-Chloro-3-nitro-pyridin-2-yl)-acetic Acid Ethyl Ester). As a reaction SMILES: [CH2:1]([O:3][C:4](=[O:21])[CH:5]([C:11]1[C:16]([N+:17]([O-:19])=[O:18])=[CH:15][CH:14]=[C:13]([Cl:20])[N:12]=1)C(OCC)=O)[CH3:2].[Li+].[Cl-].CS(C)=O.Cl>O>[CH2:1]([O:3][C:4](=[O:21])[CH2:5][C:11]1[C:16]([N+:17]([O-:19])=[O:18])=[CH:15][CH:14]=[C:13]([Cl:20])[N:12]=1)[CH3:2] |f:1.2|. Reported procedure: A mixture of 2-(6-Chloro-3-nitro-pyridin-2-yl)-malonic acid diethyl ester (32.45 g, 103 mmol), LiCl (16.18 g, 268 mmol), H2O (10 mL), and dimethyl sulfoxide (50 mL) is stirred at 120° C. for a period of 24 h. The mixture is cooled to room temperature and diluted with H2O (400 mL). 1 N HCl (aq.) is added until all of the solids are dissolved. The mixture is extracted with EtOAc (5×150 mL), and the combined organic extracts washed with H2O (2×100 mL), then brine (100 mL), and dried over Na2SO4. Th...